From a dataset of the Open Reaction Database (ORD), a public repository of structured organic reaction records. describe an organic reaction: reactants, conditions, products, and yield Starting materials: CC(=O)OC(C)=O, COC(=O)CC(N)CC(=O)OC, c1ccncc1. Yields the product COC(=O)CC(CC(=O)OC)NC(C)=O. Reaction SMILES: [CH3:13][C:14](=[O:15])[O:16][C:17](=[O:18])[CH3:19].[CH3:1][O:2][C:3]([CH2:4][CH:5]([CH2:6][C:7](=[O:8])[O:9][CH3:10])[NH2:11])=[O:12].[cH:20]1[cH:21][cH:22][n:23][cH:24][cH:25]1>>[CH3:1][O:2][C:3]([CH2:4][CH:5]([CH2:6][C:7](=[O:8])[O:9][CH3:10])[NH:11][C:14]([CH3:13])=[O:15])=[O:12]. Reaction SMILES: C([NH:3][C:4]1[S:5][CH:6]=[C:7]([C:9](=[N:26][O:27][CH2:28][CH2:29][CH3:30])[C:10]([NH:12][CH:13]2[C:24](=[O:25])[N:15]3[C:16]([C:21]([OH:23])=[O:22])=[C:17]([Cl:20])[CH2:18][S:19][C@H:14]23)=[O:11])[N:8]=1)=O.Cl>CO>[NH2:3][C:4]1[S:5][CH:6]=[C:7]([C:9](=[N:26][O:27][CH2:28][CH2:29][CH3:30])[C:10]([NH:12][CH:13]2[C:24](=[O:25])[N:15]3[C:16]([C:21]([OH:23])=[O:22])=[C:17]([Cl:20])[CH2:18][S:19][C@H:14]23)=[O:11])[N:8]=1. Isolated yield 42.5%. Conditions: time 1.5 hour. Starting materials: C(=O)NC=1SC=C(N1)C(C(=O)NC1[C@@H]2N(C(=C(CS2)Cl)C(=O)O)C1=O)=NOCCC (7-[2-(2-formamidothiazol-4-yl)-2-n-propoxyiminoacetamido]-3-chloro-3-cephem-4-carboxylic acid), Cl (hydrochloric acid). Reported procedure: A suspension of 7-[2-(2-formamidothiazol-4-yl)-2-n-propoxyiminoacetamido]-3-chloro-3-cephem-4-carboxylic acid (syn isomer, 1.5 g.), conc. hydrochloric acid (0.7 ml.) and methanol (30 ml.) was stirred at room temperature for 1.5 hours. After removing methanol from the resultant solution in vacuo, water (30 ml.) was added to the residue. After the solution was adjusted to pH 7.5 with a saturated aqueous solution of sodium bicarbonate, the insoluble substance was removed by filtration. The filtrate... Yields the product NC=1SC=C(N1)C(C(=O)NC1[C@@H]2N(C(=C(CS2)Cl)C(=O)O)C1=O)=NOCCC (7-[2-(2-aminothiazol-4-yl)-2-n-propoxyiminoacetamido]-3-chloro-3-cephem-4-carboxylic acid). Solvent: CO (methanol). Reactants: C(C1=CN=CC=C1)(=O)OCC (ethyl nicotinate), C1(CC1)C(=O)C (cyclopropylmethyl ketone), C[O-].[Na+] (sodium methoxide). Run in C1=CC=CC=C1 (benzene). Product: C1(CC1)C(CC(=O)C=1C=NC=CC1)=O (1-Cyclopropyl-3-(3-pyridyl)-1,3-propanedione). Reaction SMILES: [C:1]([O:9]CC)(=O)[C:2]1[CH:7]=[CH:6][CH:5]=[N:4][CH:3]=1.[CH:12]1([C:15]([CH3:17])=[O:16])[CH2:14][CH2:13]1.C[O-].[Na+]>C1C=CC=CC=1>[CH:12]1([C:15](=[O:16])[CH2:17][C:1]([C:2]2[CH:3]=[N:4][CH:5]=[CH:6][CH:7]=2)=[O:9])[CH2:14][CH2:13]1 |f:2.3|. Reported procedure: A mixture of 39 g. of ethyl nicotinate, 33 g. of cyclopropylmethyl ketone and 18 g. of sodium methoxide in 400 ml. of benzene is heated under reflux for 6 hours. The mixture is diluted with 400 ml. of water and the benzene phase is separated. The aqueous phase is made weakly acidic with dilute hydrochloric acid and extracted with chloroform. The chloroform solution is dried over magnesium sulfate and concentrated under reduced pressure to give a solid. This solid is recrystallized from hexane to... Starting materials: C(C)(=O)OCC (ethyl acetate), ClC1=NC(=C2N=CN(C2=N1)C)Cl (2,6-dichloro-9-methyl-9H-purine), C[C@@H]1NCCOC1 ((S)-3-methylmorpholine), C(C)(C)N(C(C)C)CC (N,N-diisopropylethylamine). The solvent is C(C)OCC (diethyl ether), C(C)O (ethanol), CN(C)C=O (DMF). Run at time 3 day. Yields the product ClC1=NC(=C2N=CN(C2=N1)C)N1[C@H](COCC1)C ((S)-4-(2-chloro-9-methyl-9H-purin-6-yl)-3-methylmorpholine). The yield is 85.3%. As a reaction SMILES: [Cl:1][C:2]1[N:10]=[C:9]2[C:5]([N:6]=[CH:7][N:8]2[CH3:11])=[C:4](Cl)[N:3]=1.[CH3:13][C@H:14]1[CH2:19][O:18][CH2:17][CH2:16][NH:15]1.C(N(CC)C(C)C)(C)C.C(OCC)(=O)C>C(O)C.CN(C=O)C.C(OCC)C>[Cl:1][C:2]1[N:10]=[C:9]2[C:5]([N:6]=[CH:7][N:8]2[CH3:11])=[C:4]([N:15]2[CH2:16][CH2:17][O:18][CH2:19][C@@H:14]2[CH3:13])[N:3]=1. Procedure details: To a stirred solution of 2,6-dichloro-9-methyl-9H-purine (1.41 g, 6.96 mmol) and (S)-3-methylmorpholine (817 mg, 8.08 mmol, 1.16 eq.) in anhydrous ethanol (60 mL) and anhydrous DMF (5.0 mL) was added N,N-diisopropylethylamine (1.8 mL, 10.43 mmol, 1.5 eq.), and the reaction mixture was stirred at RT under N2 for 3 days. The reaction mixture was diluted with 1:1 v/v diethyl ether:ethyl acetate. The organic layer was washed with saturated aqueous sodium bicarbonate solution, water and brine, then d... Reactants: C1(=CC=CC=C1)P(=S)(S)C1=CC=CC=C1 (diphenylphosphinodithioic acid), C(C)OC(C(C)C#N)=O (2-cyanopropionic acid ethyl ester), CCOC(=O)C (EtOAc). Solvent: C(C)(C)O (isopropanol). As a reaction SMILES: C1(P(C2C=CC=CC=2)(S)=[S:8])C=CC=CC=1.[CH2:16]([O:18][C:19](=[O:24])[CH:20]([C:22]#[N:23])[CH3:21])[CH3:17].CCOC(C)=O>C(O)(C)C>[NH2:23][C:22](=[S:8])[CH:20]([CH3:21])[C:19]([O:18][CH2:16][CH3:17])=[O:24]. Procedure details: A mixture of diphenylphosphinodithioic acid (ALFAAESAR, 37.4 g, 149 mmol) and 2-cyanopropionic acid ethyl ester (ABCR, 9.90 mL, 74.7 mmol) in isopropanol (350 mL) was heated under reflux for 5 h. TLC (Hex:EtOAc 7:3) showed reaction had gone to completion. Reaction mixture was allowed to cool and was placed in the fridge overnight. Reaction mixture was filtered off and washed with isopropanol. Residue was partitioned between ethyl acetate (250 mL) and 1N NaOH (250 mL). Phases were separated and o... Yield: 54.8%. The product is NC(C(C(=O)OCC)C)=S (Ethyl 3-amino-2-methyl-3-thioxopropanoate). RXN SMILES: [CH2:1]([O:3][C:4]([C:6]1[C:7]([CH3:25])=[C:8]([C:18]([O:20][C:21]([CH3:24])([CH3:23])[CH3:22])=[O:19])[NH:9][C:10]=1[CH2:11][CH2:12][C:13]([O:15]CC)=[O:14])=[O:5])[CH3:2].CO.[OH-].[Li+]>O1CCCC1>[CH2:1]([O:3][C:4]([C:6]1[C:7]([CH3:25])=[C:8]([C:18]([O:20][C:21]([CH3:24])([CH3:23])[CH3:22])=[O:19])[NH:9][C:10]=1[CH2:11][CH2:12][C:13]([OH:15])=[O:14])=[O:5])[CH3:2] |f:2.3|. Product: C(C)OC(=O)C=1C(=C(NC1CCC(=O)O)C(=O)OC(C)(C)C)C (5-(2-carboxy-ethyl)-3-methyl-1H-pyrrole-2,4-dicarboxylic acid 2-tert-butyl ester 4-ethyl ester). The solvent is O1CCCC1 (tetrahydrofuran). Starting materials: CO (methanol), C(C)OC(=O)C=1C(=C(NC1CCC(=O)OCC)C(=O)OC(C)(C)C)C (5-(2-ethoxycarbonyl-ethyl)-3-methyl-1H-pyrrole-2,4-dicarboxylic acid 2-tert-butyl ester 4-ethyl ester), [OH-].[Li+] (lithium hydroxide). The yield is 110.4%. Conditions: time 1 hour. Reported procedure: 5-(2-Ethoxycarbonyl-ethyl)-3-methyl-1H-pyrrole-2,4-dicarboxylic acid 2-tert-butyl ester 4-ethyl ester 1d (23.6 g, 66.8 mmol) was dissolved in 190 ml of tetrahydrofuran and 90 ml of methanol under stirring, and added with aqueous lithium hydroxide solution (80 ml, 10 mol/L, 0.8 mol) at room temperature. The color of the reaction solution gradually turned from light yellow to cyan, and stirred for another 1 hour. After thin lay chromatography showed the disappearance of starting materials, the res... The reactants are [N+](=O)([O-])C=1C=CC(=C(C#N)C1)N1CCC(CC1)O (5-nitro-2-(4-hydroxypiperidino)benzonitrile), [Cl-].[NH4+] (Ammonium chloride), O (water). The reagents and catalysts are [Fe] (iron). Run in C(C)O (ethanol). Reaction conditions: temperature 65 celsius, time 30 minute. Product: NC=1C=CC(=C(C#N)C1)N1CCC(CC1)O (5-Amino-2-(4-hydroxypiperidin-1-yl)benzonitrile). Isolated yield 51.2%. RXN SMILES: [Cl-].[NH4+].O.[N+:4]([C:7]1[CH:8]=[CH:9][C:10]([N:15]2[CH2:20][CH2:19][CH:18]([OH:21])[CH2:17][CH2:16]2)=[C:11]([CH:14]=1)[C:12]#[N:13])([O-])=O>[Fe].C(O)C>[NH2:4][C:7]1[CH:8]=[CH:9][C:10]([N:15]2[CH2:16][CH2:17][CH:18]([OH:21])[CH2:19][CH2:20]2)=[C:11]([CH:14]=1)[C:12]#[N:13] |f:0.1|. Procedure details: Ammonium chloride (1.2 g) and iron powder (6.3 g) were added to a mixed solvent of water (16 ml) and ethanol (48 ml), and the mixture was heated to 65° C. Then, 5-nitro-2-(4-hydroxypiperidino)benzonitrile (10 g) was added in parts over 20 min and the mixture was stirred at a refluxing temperature for 30 min. The reaction mixture was ice-cooled and filtrated. The solvent was evaporated under reduced pressure. To the residue was added aqueous sodium hydroxide solution and the mixture was extracted...